Dataset: the Open Reaction Database (ORD), a public repository of structured organic reaction records. Task: describe an organic reaction: reactants, conditions, products, and yield Reactants: C(C)(C)(C)C=1SC(=NN1)N=C=O (2-t-Butyl-1,3,4-thiadiazol-5-yl isocyanate), CNCCO (N-methyl-N-β-hydroxyethylamine). Solvent: C(C)(=O)OCC (ethyl acetate). Run at time 2 hour. Yields the product OCCN(C(=O)NC1=NN=C(S1)C(C)(C)C)C (N-(β-hydroxyethyl)-N-methyl-N'-(2-t-butyl-1,3,4-thiadiazol-5-yl)urea). As a reaction SMILES: [C:1]([C:5]1[S:6][C:7]([N:10]=[C:11]=[O:12])=[N:8][N:9]=1)([CH3:4])([CH3:3])[CH3:2].[CH3:13][NH:14][CH2:15][CH2:16][OH:17]>C(OCC)(=O)C>[OH:17][CH2:16][CH2:15][N:14]([CH3:13])[C:11]([NH:10][C:7]1[S:6][C:5]([C:1]([CH3:4])([CH3:2])[CH3:3])=[N:9][N:8]=1)=[O:12]. Reported procedure: 2-t-Butyl-1,3,4-thiadiazol-5-yl isocyanate dimer (10 grams), N-methyl-N-β-hydroxyethylamine (4.4 grams) and ethyl acetate (50 ml) were charged into a glass reaction vessel equipped with a mechanical stirrer, reflux condenser and thermometer. The reaction mixture was heated at reflux with stirring for a period of about 2 hours. After this time the reaction mixture was stripped of solvent under reduced pressure to yield the desired product N-(β-hydroxyethyl)-N-methyl-N'-(2-t-butyl-1,3,4-thiadiazol...